describe an organic reaction: reactants, conditions, products, and yield From a dataset of the Open Reaction Database (ORD), a public repository of structured organic reaction records. The reactants are O=C(O)c1cc(Cl)ccc1Br, CN(C)C=O, CO, O=C(Cl)C(=O)Cl, ClCCl. Product: COC(=O)c1cc(Cl)ccc1Br. RXN SMILES: [Br:1][c:2]1[c:3]([C:4](=[O:5])[OH:6])[cH:7][c:8]([Cl:11])[cH:9][cH:10]1.[CH3:18][N:19]([CH3:20])[CH:21]=[O:22].[CH3:23][OH:24].[Cl:12][C:13]([C:14]([Cl:15])=[O:16])=[O:17].[Cl:25][CH2:26][Cl:27]>>[Br:1][c:2]1[c:3]([C:4](=[O:5])[O:6][CH3:13])[cH:7][c:8]([Cl:11])[cH:9][cH:10]1.